This data is from the Open Reaction Database (ORD), a public repository of structured organic reaction records. The task is: describe an organic reaction: reactants, conditions, products, and yield The reactants are [CH2]C, CC(C)C[Al+]CC(C)C, CCOC(=O)c1cnc(-c2cc(-c3cccc4c3ccn4[Si](C)(C)C(C)(C)C)cc3c2cnn3S(=O)(=O)c2ccccc2)o1, [Cl-], ClCCl, [H-], [NH4+]. The product is CC(C)(C)[Si](C)(C)n1ccc2c(-c3cc(-c4ncc(CO)o4)c4cnn(S(=O)(=O)c5ccccc5)c4c3)cccc21. As a reaction SMILES: [CH2:45][CH3:46].[CH2:48]([Al+:49][CH2:50][CH:51]([CH3:52])[CH3:53])[CH:54]([CH3:55])[CH3:56].[CH3:1][C:2]([CH3:3])([CH3:4])[Si:5]([n:6]1[cH:7][cH:8][c:9]2[c:10](-[c:15]3[cH:16][c:17](-[c:33]4[o:34][c:35]([C:38](=[O:39])[O:40][CH2:41][CH3:42])[cH:36][n:37]4)[c:18]4[cH:19][n:20][n:21]([S:24](=[O:25])(=[O:26])[c:27]5[cH:28][cH:29][cH:30][cH:31][cH:32]5)[c:22]4[cH:23]3)[cH:11][cH:12][cH:13][c:14]12)([CH3:43])[CH3:44].[Cl-:57].[Cl:59][CH2:60][Cl:61].[H-:47].[NH4+:58]>>[CH3:1][C:2]([CH3:3])([CH3:4])[Si:5]([n:6]1[cH:7][cH:8][c:9]2[c:10](-[c:15]3[cH:16][c:17](-[c:33]4[o:34][c:35]([CH2:38][OH:39])[cH:36][n:37]4)[c:18]4[cH:19][n:20][n:21]([S:24](=[O:25])(=[O:26])[c:27]5[cH:28][cH:29][cH:30][cH:31][cH:32]5)[c:22]4[cH:23]3)[cH:11][cH:12][cH:13][c:14]12)([CH3:43])[CH3:44]. The reactants are N[C@@H]1CC[C@H](CC1)CNC1=NC(=NC=C1[N+](=O)[O-])NCC1=C(C=CC=C1)OC(F)(F)F (N4-[(trans-4-aminocyclohexyl)methyl]-5-nitro-N2-[2-(trifluoromethoxy)benzyl]-pyrimidine-2,4-diamine), BrCCCCBr (1,4-dibromobutane), CCN(C(C)C)C(C)C (DIPEA). Procedure details: To a solution of N4-[(trans-4-aminocyclohexyl)methyl]-5-nitro-N2-[2-(trifluoromethoxy)benzyl]-pyrimidine-2,4-diamine (86 mg, 0.2 mmol) in DMF (1 mL) were added 1,4-dibromobutane (710 μL, 0.59 mmol) and DIPEA (103 μL, 0.59 mmol). The reaction mixture was stirred at 65° C. for 4 h. The reaction mixture was then diluted with EtOAc and washed with saturated NaHCO3 and water (×4). The organic phase was dried over anhydrous Na2SO4 and concentrated in vacuo. The resulting residue was purified by silica... The yield is 60.7%. The solvent is CN(C)C=O (DMF), CCOC(=O)C (EtOAc). Reaction conditions: temperature 65 celsius, time 4 hour. The product is [N+](=O)([O-])C=1C(=NC(=NC1)NCC1=C(C=CC=C1)OC(F)(F)F)NC[C@@H]1CC[C@H](CC1)N1CCCC1 (5-nitro-N4-[(trans-4-pyrrolidin-1-ylcyclohexyl)methyl]-N2-[2-(trifluoromethoxy)benzyl]pyrimidine-2,4-diamine). Reaction SMILES: [NH2:1][C@H:2]1[CH2:7][CH2:6][C@H:5]([CH2:8][NH:9][C:10]2[C:15]([N+:16]([O-:18])=[O:17])=[CH:14][N:13]=[C:12]([NH:19][CH2:20][C:21]3[CH:26]=[CH:25][CH:24]=[CH:23][C:22]=3[O:27][C:28]([F:31])([F:30])[F:29])[N:11]=2)[CH2:4][CH2:3]1.Br[CH2:33][CH2:34][CH2:35][CH2:36]Br.CCN(C(C)C)C(C)C>CN(C=O)C.CCOC(C)=O>[N+:16]([C:15]1[C:10]([NH:9][CH2:8][C@H:5]2[CH2:4][CH2:3][C@H:2]([N:1]3[CH2:36][CH2:35][CH2:34][CH2:33]3)[CH2:7][CH2:6]2)=[N:11][C:12]([NH:19][CH2:20][C:21]2[CH:26]=[CH:25][CH:24]=[CH:23][C:22]=2[O:27][C:28]([F:30])([F:31])[F:29])=[N:13][CH:14]=1)([O-:18])=[O:17]. Reactants: [N+](=O)([O-])C1=CC=CC=C1 (nitrobenzene), ClC=1C=C(C(=O)Cl)C=CC1Cl (3,4-dichlorobenzoyl chloride), [Cl-].[Al+3].[Cl-].[Cl-] (aluminum chloride), CC1=CC=C(C=C1)C1=CC=CC=C1 (4-methyl-biphenyl). The solvent is O (water). The product is CC1=CC=C(C=C1)C1=CC=C(C=C1)C(=O)C1=CC(=C(C=C1)Cl)Cl (3,4-Dichlorophenyl 4'-methyl-4-biphenylyl ketone). Reaction SMILES: [N+](C1C=CC=CC=1)([O-])=O.[Cl-].[Al+3].[Cl-].[Cl-].[CH3:14][C:15]1[CH:20]=[CH:19][C:18]([C:21]2[CH:26]=[CH:25][CH:24]=[CH:23][CH:22]=2)=[CH:17][CH:16]=1.[Cl:27][C:28]1[CH:29]=[C:30]([CH:34]=[CH:35][C:36]=1[Cl:37])[C:31](Cl)=[O:32]>O>[CH3:14][C:15]1[CH:20]=[CH:19][C:18]([C:21]2[CH:22]=[CH:23][C:24]([C:31]([C:30]3[CH:34]=[CH:35][C:36]([Cl:37])=[C:28]([Cl:27])[CH:29]=3)=[O:32])=[CH:25][CH:26]=2)=[CH:17][CH:16]=1 |f:1.2.3.4|. Procedure details: 35 ml of nitrobenzene are cooled in an ice-bath and then treated in succession with 5.2 g of aluminum chloride and 5.0 g of 4-methyl-biphenyl. The mixture is brought to room temperature and then treated with 7.7 g of 3,4-dichlorobenzoyl chloride. The mixture is stirred at room temperature, poured into water and extracted with methylene chloride. The extracts are washed With 2N hydrochloric acid and water, dried over magnesium sulfate and evaporated. The residue is chromatographed on silica gel w... Reactants: C(=C\C)/C=1C=C(C=NC1)C1=CC=C(C=C1)C(C(=O)OC)C (Methyl 2-[4-(5-((E)-1-propenyl)-3-pyridyl)phenyl]propanoate), [OH-].[Na+] (NaOH). Solvent: CO (methanol). Run at time 8 hour. Yields the product C(=C\C)/C=1C=C(C=NC1)C1=CC=C(C=C1)C(C(=O)O)C (2-[4-(5-((E)-1-Propenyl)-3-pyridyl)phenyl]propanoic acid). Isolated yield 89.2%. Reaction SMILES: [CH:1](/[C:4]1[CH:5]=[C:6]([C:10]2[CH:15]=[CH:14][C:13]([CH:16]([CH3:21])[C:17]([O:19]C)=[O:18])=[CH:12][CH:11]=2)[CH:7]=[N:8][CH:9]=1)=[CH:2]\[CH3:3].[OH-].[Na+]>CO>[CH:1](/[C:4]1[CH:5]=[C:6]([C:10]2[CH:15]=[CH:14][C:13]([CH:16]([CH3:21])[C:17]([OH:19])=[O:18])=[CH:12][CH:11]=2)[CH:7]=[N:8][CH:9]=1)=[CH:2]\[CH3:3] |f:1.2|. Procedure details: To a solution of 14c (38 mg, 0.13 mmol) in methanol (3 mL) was added 2N NaOH (0.1 mL, 0.2 mmol). The light yellow solution was stirred overnight, then concentrated. The residue was partitioned between pH 7 phosphate buffer and EtOAc. The organic phase was washed with brine, dried over MgSO4 and evaporated to provide 31 mg of the title compound as an oil. Starting materials: Cl.ClCC=1N=CSC1 (4-chloromethyl-thiazole hydrochloride), C(=O)(O)[O-].[Na+] (NaHCO3), C(=O)(O)[O-].[Na+] (NaHCO3), C(#N)C=1C=C2C=3CC(CCC3NC2=CC1)NC(C(C)C)=O (N-(6-cyano-2,3,4,9-tetrahydro-1H-carbazol-3-yl)-isobutyramide), [H-].[Na+] (sodium hydride). Solvent: CCOCC (Et2O), CCOC(=O)C (EtOAc), CN(C)C=O (DMF). Reaction conditions: time 30 minute. Yields the product C(#N)C=1C=C2C=3CC(CCC3N(C2=CC1)CC=1N=CSC1)NC(C(C)C)=O (N-(6-Cyano-9-thiazol-4-ylmethyl-2,3,4,9-tetrahydro-1H-carbazol-3-yl)-isobutyramide). Yield: 73.1%. RXN SMILES: Cl.Cl[CH2:3][C:4]1[N:5]=[CH:6][S:7][CH:8]=1.C([O-])(O)=O.[Na+].[C:14]([C:16]1[CH:17]=[C:18]2[C:26](=[CH:27][CH:28]=1)[NH:25][C:24]1[CH2:23][CH2:22][CH:21]([NH:29][C:30](=[O:34])[CH:31]([CH3:33])[CH3:32])[CH2:20][C:19]2=1)#[N:15].[H-].[Na+]>CN(C=O)C.CCOC(C)=O.CCOCC>[C:14]([C:16]1[CH:17]=[C:18]2[C:26](=[CH:27][CH:28]=1)[N:25]([CH2:3][C:4]1[N:5]=[CH:6][S:7][CH:8]=1)[C:24]1[CH2:23][CH2:22][CH:21]([NH:29][C:30](=[O:34])[CH:31]([CH3:32])[CH3:33])[CH2:20][C:19]2=1)#[N:15] |f:0.1,2.3,5.6|. Procedure: Partition 4-chloromethyl-thiazole hydrochloride (199 mg, 1.17 mmol) between Et2O (20 mL) and saturated aqueous NaHCO3 (20 mL). Separate the layers and dry the ether layer over MgSO4. Add DMF (3 mL) to the ether layer and concentrate in vacuo to remove the ether. Add this solution to a slurry of N-(6-cyano-2,3,4,9-tetrahydro-1H-carbazol-3-yl)-isobutyramide (Preparation 3) (300 mg, 1.07 mmol) and sodium hydride (60% suspension in mineral oil, 47 mg, 1.17 mmol) in DMF (3 mL) which has stirred for 3... The product is IC=1C=CC=2N(C1)C(=C(N2)CO)C ((6-Iodo-3-methylimidazo[1,2-a]pyridin-2-yl)methanol). RXN SMILES: [I:1][C:2]1[CH:3]=[CH:4][C:5]2[N:6]([C:8]([CH3:16])=[C:9]([C:11](OCC)=[O:12])[N:10]=2)[CH:7]=1.[H-].C([Al+]CC(C)C)C(C)C>C(Cl)Cl>[I:1][C:2]1[CH:3]=[CH:4][C:5]2[N:6]([C:8]([CH3:16])=[C:9]([CH2:11][OH:12])[N:10]=2)[CH:7]=1 |f:1.2|. Procedure details: To a stirred solution of ethyl 6-iodo-3-methylimidazo[1,2-a]pyridine-2-carboxylate (2.0 g) in DCM (20 ml) was added diisobutylaluminum hydride (1.76 M solution in toluene, 7.72 ml) at −19° C. The resultant mixture was stirred at the same temperature for 3 h and then at room temperature for 4 h. The reaction mixture was then quenched with MeOH and water at −40° C. The reaction mixture was acidified with few drops of 5 M HCl and poured into saturated NaHCO3. The mixture was extracted with EtOAc, a... Solvent: C(Cl)Cl (DCM). The yield is 63.0%. Reaction conditions: time 4 hour. The reactants are IC=1C=CC=2N(C1)C(=C(N2)C(=O)OCC)C (ethyl 6-iodo-3-methylimidazo[1,2-a]pyridine-2-carboxylate), [H-].C(C(C)C)[Al+]CC(C)C (diisobutylaluminum hydride), resultant mixture. Reactants: CO (carbinol), C(CCCCCCCCCCC)(=O)N[C@H]1CCC(=O)OC1=O (lauroylglutamic acid anhydride). Run in C(Cl)Cl (methylene chloride), N1=CC=CC=C1 (pyridine). Reaction conditions: time 8 hour. Yields the product C(CCCCCCCCCCC)(=O)N[C@@H](CCC(=O)O)C(=O)O (lauroylglutamic acid). The yield is 84.4%. Reaction SMILES: C[OH:2].[C:3]([NH:16][C@@H:17]1[C:23](=[O:24])[O:22][C:20](=[O:21])[CH2:19][CH2:18]1)(=[O:15])[CH2:4][CH2:5][CH2:6][CH2:7][CH2:8][CH2:9][CH2:10][CH2:11][CH2:12][CH2:13][CH3:14]>C(Cl)Cl.N1C=CC=CC=1>[C:3]([NH:16][C@H:17]([C:23]([OH:22])=[O:24])[CH2:18][CH2:19][C:20]([OH:2])=[O:21])(=[O:15])[CH2:4][CH2:5][CH2:6][CH2:7][CH2:8][CH2:9][CH2:10][CH2:11][CH2:12][CH2:13][CH3:14]. Procedure: 10.00 g (0.00892 mol) of mono-terminal carbinol-modified silicone was dissolved in 10.00 g of methylene chloride and 1.00 g of pyridine. 4.67 g (0.0150 mol) of lauroylglutamic acid anhydride was added to the reaction mixture, and then the mixture was stirred overnight. The reaction liquid was concentrated and separated after adding hexane and a 90% methanol aqueous solution. The hexane layer was concentrated to obtain 10.64 g (0.00753 mol) of lauroylglutamic acid-modified silicone. The reactants are COCCOP(=O)(Cc1ccc(Nc2ncc(C(F)(F)F)c(Cl)n2)cc1)OCCOC, CN1Cc2c(C3CCC(O)CC3)ccc(N)c2C1=O. Yields the product COCCOP(=O)(Cc1ccc(Nc2ncc(C(F)(F)F)c(Nc3ccc(C4CCC(O)CC4)c4c3C(=O)N(C)C4)n2)cc1)OCCOC. RXN SMILES: [CH3:1][O:2][CH2:3][CH2:4][O:5][P:6]([O:7][CH2:8][CH2:9][O:10][CH3:11])(=[O:12])[CH2:13][c:14]1[cH:15][cH:16][c:17]([NH:20][c:21]2[n:22][cH:23][c:24]([C:28]([F:29])([F:30])[F:31])[c:25]([Cl:27])[n:26]2)[cH:18][cH:19]1.[NH2:32][c:33]1[cH:34][cH:35][c:36]([CH:44]2[CH2:45][CH2:46][CH:47]([OH:50])[CH2:48][CH2:49]2)[c:37]2[c:41]1[C:40](=[O:42])[N:39]([CH3:43])[CH2:38]2>>[CH3:1][O:2][CH2:3][CH2:4][O:5][P:6]([O:7][CH2:8][CH2:9][O:10][CH3:11])(=[O:12])[CH2:13][c:14]1[cH:15][cH:16][c:17]([NH:20][c:21]2[n:22][cH:23][c:24]([C:28]([F:29])([F:30])[F:31])[c:25]([NH:32][c:33]3[cH:34][cH:35][c:36]([CH:44]4[CH2:45][CH2:46][CH:47]([OH:50])[CH2:48][CH2:49]4)[c:37]4[c:41]3[C:40](=[O:42])[N:39]([CH3:43])[CH2:38]4)[n:26]2)[cH:18][cH:19]1. The reactants are CO, COC(=O)c1cnc(NC(C)C)nc1, [Na+], [OH-], O. Product: CC(C)Nc1ncc(C(=O)O)cn1. Reaction SMILES: [CH3:18][OH:19].[CH:3]([CH3:4])([CH3:5])[NH:6][c:7]1[n:8][cH:9][c:10]([C:13](=[O:14])[O:15][CH3:16])[cH:11][n:12]1.[Na+:2].[OH-:1].[OH2:17]>>[CH:3]([CH3:4])([CH3:5])[NH:6][c:7]1[n:8][cH:9][c:10]([C:13](=[O:14])[OH:15])[cH:11][n:12]1. Yields the product C(C)OC(=O)CN1C(=C(C2=CC=C(C=C12)C(=O)O)C1=C(CCC1)C(=O)OC)C1=CC=CC=C1 (1-Ethoxycarbonylmethyl-3-(2-methoxycarbonyl-cyclopent-1-enyl)-2-phenyl-1H-indole-6-carboxylic Acid). Reported procedure: To a suspension of 3-(2-methoxycarbonyl-cyclopent-1-enyl)-2-phenyl-1H-indole-6-carboxylic acid on Wang resin (100 mg; compound 7-3, prepared according to the is procedure outlined in Example 7) in dimethylformamide (1.5 mL) was added sodium hydride (60% in mineral oil; 20 mg) and the mixture was stirred at room temperature for 30 min. Ethyl bromoacetate (0.1 mL) was added and the mixture was stirred for 3 h. The mixture was filtered, washed with water (1×1.5 mL), tetrahydrofuran (2×1.5 mL), dich... Solvent: CN(C=O)C (dimethylformamide). Reaction conditions: time 30 minute. RXN SMILES: [CH3:1][O:2][C:3]([C:5]1[CH2:9][CH2:8][CH2:7][C:6]=1[C:10]1[C:18]2[C:13](=[CH:14][C:15]([C:19]([OH:21])=[O:20])=[CH:16][CH:17]=2)[NH:12][C:11]=1[C:22]1[CH:27]=[CH:26][CH:25]=[CH:24][CH:23]=1)=[O:4].[H-].[Na+].Br[CH2:31][C:32]([O:34][CH2:35][CH3:36])=[O:33]>CN(C)C=O>[CH2:35]([O:34][C:32]([CH2:31][N:12]1[C:13]2[C:18](=[CH:17][CH:16]=[C:15]([C:19]([OH:21])=[O:20])[CH:14]=2)[C:10]([C:6]2[CH2:7][CH2:8][CH2:9][C:5]=2[C:3]([O:2][CH3:1])=[O:4])=[C:11]1[C:22]1[CH:23]=[CH:24][CH:25]=[CH:26][CH:27]=1)=[O:33])[CH3:36] |f:1.2|. Reactants: COC(=O)C1=C(CCC1)C1=C(NC2=CC(=CC=C12)C(=O)O)C1=CC=CC=C1 (3-(2-methoxycarbonyl-cyclopent-1-enyl)-2-phenyl-1H-indole-6-carboxylic acid), BrCC(=O)OCC (Ethyl bromoacetate), compound 7-3, [H-].[Na+] (sodium hydride).